This data is from the Open Reaction Database (ORD), a public repository of structured organic reaction records. The task is: describe an organic reaction: reactants, conditions, products, and yield Reactants: C(C(C)(C)C)(=O)OC1=CC2=C(C(=CS2)CC(=O)OC)C(=C1)C(N(C)C)=O (4-(dimethylcarbamoyl)-3-(2-methoxy-2-oxoethyl)-1-benzothiophen-6-yl pivalate), CO (MeOH), C(=O)([O-])[O-].[K+].[K+] (K2CO3). The solvent is O (water). Reaction conditions: time 12 hour. Yields the product COC(CC1=CSC2=C1C(=CC(=C2)O)C(N(C)C)=O)=O (Methyl(4-(dimethylcarbamoyl)-6-hydroxy-1-benzothiophen-3-yl)acetate). Isolated yield 75.4%. Reaction SMILES: C([O:7][C:8]1[CH:21]=[C:20]([C:22](=[O:26])[N:23]([CH3:25])[CH3:24])[C:11]2[C:12]([CH2:15][C:16]([O:18][CH3:19])=[O:17])=[CH:13][S:14][C:10]=2[CH:9]=1)(=O)C(C)(C)C.CO.C([O-])([O-])=O.[K+].[K+]>O>[CH3:19][O:18][C:16](=[O:17])[CH2:15][C:12]1[C:11]2[C:20]([C:22](=[O:26])[N:23]([CH3:25])[CH3:24])=[CH:21][C:8]([OH:7])=[CH:9][C:10]=2[S:14][CH:13]=1 |f:2.3.4|. Procedure details: To a mixture of 4-(dimethylcarbamoyl)-3-(2-methoxy-2-oxoethyl)-1-benzothiophen-6-yl pivalate (128 mg) and MeOH (3 mL) was added K2CO3 (46.9 mg) at room temperature. The mixture was stirred at room temperature for 12 h. The mixture was poured into water at room temperature and extracted with EtOAc. The organic layer was separated, washed with brine, dried over MgSO4 and concentrated in vacuo. The residue was purified by silica gel column chromatography (EtOAc/hexane) to give the title compound (7... Reactants: ice, FC1=C(C#N)C=CC(=C1OC)OC (2-fluoro-3,4-dimethoxybenzonitrile), B(Br)(Br)Br (boron tribromide), B(Br)(Br)Br (boron tribromide). Run in C(Cl)Cl (methylene chloride). Conditions: time 1 hour. The product is FC1=C(C#N)C=CC(=C1O)OC (2-fluoro-3-hydroxy-p-anisonitrile). RXN SMILES: [F:1][C:2]1[C:9]([O:10]C)=[C:8]([O:12][CH3:13])[CH:7]=[CH:6][C:3]=1[C:4]#[N:5].B(Br)(Br)Br>C(Cl)Cl>[F:1][C:2]1[C:9]([OH:10])=[C:8]([O:12][CH3:13])[CH:7]=[CH:6][C:3]=1[C:4]#[N:5]. Procedure details: 2.0 g of 2-fluoro-3,4-dimethoxybenzonitrile are dissolved in 60 ml of methylene chloride, treated with 1.1 ml of boron tribromide, stirred at 23° for 1 hour, subsequently treated with an additional 1.0 ml of boron tribromide and stirred at 23° for an additional 80 minutes. Thereupon, the reaction mixture is poured into 100 ml of ice-cold saturated sodium hydrogen carbonate solution, whereupon the mixture is extracted twice with 300 ml of ether, the combined ether phases are washed twice with sod...